describe an organic reaction: reactants, conditions, products, and yield From a dataset of the Open Reaction Database (ORD), a public repository of structured organic reaction records. Starting materials: [N+](=O)([O-])C=1C=C(C=CC1)C(NC(COC1=CC=CC=C1)=O)C1=CC(=C2C=CC=NC2=C1O)Cl (N-[(3-nitrophenyl)(5-chloro-8-hydroxyquinolin-7-yl)methyl]-2-phenoxyacetamide). Reagents/catalysts: [Pd] (Pd/C). The solvent is C1CCOC1 (THF). Reaction conditions: time 20 hour. The product is NC=1C=C(C=CC1)C(NC(COC1=CC=CC=C1)=O)C1=CC(=C2C=CC=NC2=C1O)Cl (N-[(3-aminophenyl)(5-chloro-8-hydroxyquinolin-7-yl)methyl]-2-phenoxyacetamide). Yield: 58.8%. As a reaction SMILES: [N+:1]([C:4]1[CH:5]=[C:6]([CH:10]([C:22]2[C:31]([OH:32])=[C:30]3[C:25]([CH:26]=[CH:27][CH:28]=[N:29]3)=[C:24]([Cl:33])[CH:23]=2)[NH:11][C:12](=[O:21])[CH2:13][O:14][C:15]2[CH:20]=[CH:19][CH:18]=[CH:17][CH:16]=2)[CH:7]=[CH:8][CH:9]=1)([O-])=O>C1COCC1.[Pd]>[NH2:1][C:4]1[CH:5]=[C:6]([CH:10]([C:22]2[C:31]([OH:32])=[C:30]3[C:25]([CH:26]=[CH:27][CH:28]=[N:29]3)=[C:24]([Cl:33])[CH:23]=2)[NH:11][C:12](=[O:21])[CH2:13][O:14][C:15]2[CH:16]=[CH:17][CH:18]=[CH:19][CH:20]=2)[CH:7]=[CH:8][CH:9]=1. Procedure: A mixture of N-[(3-nitrophenyl)(5-chloro-8-hydroxyquinolin-7-yl)methyl]-2-phenoxyacetamide (2 g, 4.31 mmol) and 10% Pd/C (250 mg, Lancaster) in THF was hydrogenated for 20 h at 40 psi. The catalyst was filtered off, and solvent was removed under vacuum. The residue was triturated with ether, filtered and the cake was washed with ether to give 1.1 g of N-[(3-aminophenyl)(5-chloro-8-hydroxyquinolin-7-yl)methyl]-2-phenoxyacetamide as an off-white solid. Reactants: ClC=1C=C(C[C@H](C(=O)O)\C=C\[C@@H](C(=O)O)CC2=CC=C(C=C2)OC)C=CC1 ((2S,5S,E)-2-(3-chlorobenzyl)-5-(4-methoxybenzyl)hex-3-enedioic acid), [H][H] (hydrogen). The reagents and catalysts are [Pt](=O)=O (platinum(IV) oxide). Run in C1CCOC1 (THF). Product: C1(CCCCC1)C[C@H](C(=O)O)CC[C@@H](C(=O)O)CC1CCC(CC1)OC ((2R,5R)-2-(cyclohexylmethyl)-5-((4-methoxycyclohexyl)methyl)hexanedioic acid). The yield is 98.6%. Reaction SMILES: Cl[C:2]1[CH:3]=[C:4]([CH:25]=[CH:26][CH:27]=1)[CH2:5][C@@H:6](/[CH:10]=[CH:11]/[C@H:12]([CH2:16][C:17]1[CH:22]=[CH:21][C:20]([O:23][CH3:24])=[CH:19][CH:18]=1)[C:13]([OH:15])=[O:14])[C:7]([OH:9])=[O:8].[H][H]>C1COCC1.[Pt](=O)=O>[CH:4]1([CH2:5][C@@H:6]([CH2:10][CH2:11][C@H:12]([CH2:16][CH:17]2[CH2:18][CH2:19][CH:20]([O:23][CH3:24])[CH2:21][CH2:22]2)[C:13]([OH:15])=[O:14])[C:7]([OH:9])=[O:8])[CH2:25][CH2:26][CH2:27][CH2:2][CH2:3]1. Procedure details: To a solution of (2S,5S,E)-2-(3-chlorobenzyl)-5-(4-methoxybenzyl)hex-3-enedioic acid (113 mg, 0.291 mmol) in THF (5 mL) was added platinum(IV) oxide (60 mg, 0.26 mmol). The reaction was stirred at 1 atm of hydrogen (balloon) for 16 h. The reaction was filtered through CELITE® and washed with MeOH. The combined filtrate and MeOH washing was concentrated to give (2R,5R)-2-(cyclohexylmethyl)-5-((4-methoxycyclohexyl)methyl)hexanedioic acid (105 mg, 0.287 mmol, 98.5 yield) as an oil. Anal. Calcd. for... Reactants: CCOC(=O)c1ccc(Cc2cc3cc(S(C)(=O)=O)ccc3[nH]2)o1, CC(C)[N-]C(C)C, [Cl-], Fc1ccc(CBr)cc1, [Li+], [NH4+], C1CCOC1. Yields the product CCOC(=O)c1ccc(Cc2cc3cc(S(C)(=O)=O)ccc3n2Cc2ccc(F)cc2)o1. RXN SMILES: [CH2:1]([CH3:2])[O:3][C:4](=[O:5])[c:6]1[o:7][c:8]([CH2:11][c:12]2[nH:13][c:14]3[cH:15][cH:16][c:17]([S:21](=[O:22])(=[O:23])[CH3:24])[cH:18][c:19]3[cH:20]2)[cH:9][cH:10]1.[CH:41]([N-:42][CH:43]([CH3:44])[CH3:45])([CH3:46])[CH3:47].[Cl-:34].[F:25][c:26]1[cH:27][cH:28][c:29]([CH2:30][Br:31])[cH:32][cH:33]1.[Li+:48].[NH4+:35].[O:36]1[CH2:37][CH2:38][CH2:39][CH2:40]1>>[CH2:1]([CH3:2])[O:3][C:4](=[O:5])[c:6]1[o:7][c:8]([CH2:11][c:12]2[n:13]([CH2:30][c:29]3[cH:28][cH:27][c:26]([F:25])[cH:33][cH:32]3)[c:14]3[cH:15][cH:16][c:17]([S:21](=[O:22])(=[O:23])[CH3:24])[cH:18][c:19]3[cH:20]2)[cH:9][cH:10]1. The reactants are N1[C@H](CCC1=O)C(=O)O (D-Pyroglutamic acid), (3S,7aR)-3-Phenyl-1H-pyrrolo[1,2-c]oxazol-5-one, C(C)(=O)OC(C)=O (acetic anhydride), (3S,7S,7aS,1′S)-7a-(1′-acetoxy-2′-methylpropyl)-7-hydroxy-3-phenyl-5,6,7,7a-tetrahydro-1H-pyrrolo[1,2-c]oxazol-5-one, (3S,7aR)-3-Phenyl-1H-pyrrolo[1,2-c]oxazol-5-one, (3S,7S,7aS,1′S)-7a-(1′-acetoxy-2′-methylpropyl)-7-hydroxy-3-phenyl-5,6,7,7a-tetrahydro-1H-pyrrolo[1,2-c]oxazol-5-one. Run in N1=CC=CC=C1 (pyridine). Reaction conditions: time 8 hour. Yields the product C1C=2N(CO1)C(CC2)=O (1H-pyrrolo[1,2-c]oxazol-5-one), (3S,7S,7aS,1′S)-7a-(1′-acetoxy-2′-methylpropyl)-7-acetoxy-3-phenyl-5,6,7,7a-tetrahydro-1H-pyrrolo[1,2-c]oxazol-5-one. The yield is 97.0%. As a reaction SMILES: [NH:1]1[C:5](=[O:6])[CH2:4][CH2:3][C@@H:2]1[C:7]([OH:9])=O.[C:10](OC(=O)C)(=O)C>N1C=CC=CC=1>[CH2:7]1[O:9][CH2:10][N:1]2[C:5](=[O:6])[CH2:4][CH:3]=[C:2]12. Procedure details: (3S,7aR)-3-Phenyl-5,6,7,7a-tetrahydro-#1H-pyrrolo[1,2-c]oxazol-5-one was prepared in three steps from D-Pyroglutamic acid by a known procedure (Thottathil, J. K. et al. J. Org. Chem. 1986, 51, 3140) and was converted to (3S,7aR)-3-Phenyl-1H-pyrrolo[1,2-c]oxazol-5-one in two steps (selenylation and oxidative elimination) by the method reported by Hamada et al. (J. Am. Chem. Soc. 1989, 171, 1524). (3S,7aR)-3-Phenyl-1H-pyrrolo[1,2-c]oxazol-5-one was then converted to (3S,7S,7aS,1′S)-7a-(1′-acetoxy-... The reactants are COCCNCCOC (Bis(2-methoxyethyl)amine), FC1=C(C=C(C(=O)O)C=C1)[N+](=O)[O-] (4-fluoro-3-nitrobenzoic acid). The solvent is CCO (EtOH). Conditions: time 2 hour. Yields the product COCCN(C1=C(C=C(C(=O)O)C=C1)[N+](=O)[O-])CCOC (4-[bis(2-methoxyethyl)amino]-3-nitrobenzoic acid). Yield: 93.9%. Reaction SMILES: [CH3:1][O:2][CH2:3][CH2:4][NH:5][CH2:6][CH2:7][O:8][CH3:9].F[C:11]1[CH:19]=[CH:18][C:14]([C:15]([OH:17])=[O:16])=[CH:13][C:12]=1[N+:20]([O-:22])=[O:21]>CCO>[CH3:1][O:2][CH2:3][CH2:4][N:5]([CH2:6][CH2:7][O:8][CH3:9])[C:11]1[CH:19]=[CH:18][C:14]([C:15]([OH:17])=[O:16])=[CH:13][C:12]=1[N+:20]([O-:22])=[O:21]. Reported procedure: Bis(2-methoxyethyl)amine (Aldrich B4, 820-7; 1.6 g; 12 mmol; 3 eq.) was added to a solution of 4-fluoro-3-nitrobenzoic acid (740 mg; 4 mmol; 1 eq.) in EtOH (20 mL) and the resulting mixture was stirred at room temperature for 2 hours then at 70° C. for 20 hours. The solution was concentrated in vacuo and the residue was partitioned between NaOH 0.5M and Et2O. The aqueous layer was acidified to pH 2 with HCl 5M, extracted with ethyl acetate (3×) and the combined organic phase was dried over magne... The reactants are COC(=O)C(CC(C)C)N1Cc2c(cccc2C(F)(F)F)C1=O, [Li+], C1CCOC1, [OH-], O, O. The product is CC(C)CC(C(=O)O)N1Cc2c(cccc2C(F)(F)F)C1=O. Reaction SMILES: [CH3:1][O:2][C:3]([CH:4]([CH2:5][CH:6]([CH3:7])[CH3:8])[N:9]1[C:10](=[O:22])[c:11]2[cH:12][cH:13][cH:14][c:15]([C:18]([F:19])([F:20])[F:21])[c:16]2[CH2:17]1)=[O:23].[Li+:26].[O:28]1[CH2:29][CH2:30][CH2:31][CH2:32]1.[OH-:25].[OH2:24].[OH2:27]>>[O:2]=[C:3]([CH:4]([CH2:5][CH:6]([CH3:7])[CH3:8])[N:9]1[C:10](=[O:22])[c:11]2[cH:12][cH:13][cH:14][c:15]([C:18]([F:19])([F:20])[F:21])[c:16]2[CH2:17]1)[OH:23].